The task is: describe an organic reaction: reactants, conditions, products, and yield. This data is from the Open Reaction Database (ORD), a public repository of structured organic reaction records. Reactants: [N+](=O)(O)[O-] (nitric acid), N(=O)[O-].[Na+] (sodium nitrite), C1(CC1)CN1C(=NC=C1CO)S (1-cyclopropylmethyl-5-hydroxymethyl-2-mercaptoimidazole), C([O-])([O-])=O.[K+].[K+] (potassium carbonate). The solvent is O (water). Reaction conditions: time 2 hour. Product: C1(CC1)CN1C=NC=C1CO (1-cyclopropylmethyl-5-hydroxymethylimidazole). Isolated yield 64.8%. Reaction SMILES: [N+]([O-])(O)=O.N([O-])=O.[Na+].[CH:9]1([CH2:12][N:13]2[C:17]([CH2:18][OH:19])=[CH:16][N:15]=[C:14]2S)[CH2:11][CH2:10]1.C(=O)([O-])[O-].[K+].[K+]>O>[CH:9]1([CH2:12][N:13]2[C:17]([CH2:18][OH:19])=[CH:16][N:15]=[CH:14]2)[CH2:10][CH2:11]1 |f:1.2,4.5.6|. Procedure details: To 5.0M nitric acid (44 ml) was added sodium nitrite (135 mg), and 1-cyclopropylmethyl-5-hydroxymethyl-2-mercaptoimidazole (9.0 g) was added by portions at 0° C. The mixture was allowed to be at room temperature and the mixture was stirred for 2 hours, and water (50 ml) was added to the mixture. The mixture was neutralized with potassium carbonate at 0° C., and the solvent was distilled off under reduced pressure. Ethanol was added to the mixture, and the insolubles were filtered off, and the so... Starting materials: NCCC=1N(C2=CC=C(C=C2C1CCOC1=CC=C(C(=O)OC)C=C1)Cl)C(C1=CC=CC=C1)C1=CC=CC=C1 (methyl 4-{2-[2-(2-aminoethyl)-1-benzhydryl-5-chloro-1H-indol-3-yl]ethoxy}benzoate), ClC=1C=C(C=CC1Cl)S(=O)(=O)Cl (3,4-dichlorobenzenesulfonyl chloride). Yields the product C(C1=CC=CC=C1)(C1=CC=CC=C1)N1C(=C(C2=CC(=CC=C12)Cl)CCOC1=CC=C(C(=O)O)C=C1)CCNS(=O)(=O)C1=CC(=C(C=C1)Cl)Cl (4-{2-[1-benzhydryl-5-chloro-2-(2{[(3,4-dichlorophenyl)sulfonyl]amino}ethyl)-1H-indol-3-yl]ethoxy}benzoic acid). Isolated yield 60.0%. As a reaction SMILES: [NH2:1][CH2:2][CH2:3][C:4]1[N:5]([CH:27]([C:34]2[CH:39]=[CH:38][CH:37]=[CH:36][CH:35]=2)[C:28]2[CH:33]=[CH:32][CH:31]=[CH:30][CH:29]=2)[C:6]2[C:11]([C:12]=1[CH2:13][CH2:14][O:15][C:16]1[CH:25]=[CH:24][C:19]([C:20]([O:22]C)=[O:21])=[CH:18][CH:17]=1)=[CH:10][C:9]([Cl:26])=[CH:8][CH:7]=2.[Cl:40][C:41]1[CH:42]=[C:43]([S:48](Cl)(=[O:50])=[O:49])[CH:44]=[CH:45][C:46]=1[Cl:47]>>[CH:27]([N:5]1[C:6]2[C:11](=[CH:10][C:9]([Cl:26])=[CH:8][CH:7]=2)[C:12]([CH2:13][CH2:14][O:15][C:16]2[CH:17]=[CH:18][C:19]([C:20]([OH:22])=[O:21])=[CH:24][CH:25]=2)=[C:4]1[CH2:3][CH2:2][NH:1][S:48]([C:43]1[CH:44]=[CH:45][C:46]([Cl:47])=[C:41]([Cl:40])[CH:42]=1)(=[O:50])=[O:49])([C:34]1[CH:35]=[CH:36][CH:37]=[CH:38][CH:39]=1)[C:28]1[CH:29]=[CH:30][CH:31]=[CH:32][CH:33]=1. Procedure details: To the methyl 4-{2-[2-(2-aminoethyl)-1-benzhydryl-5-chloro-1H-indol-3-yl]ethoxy}benzoate (Step 5, Example 1)was added 3,4-dichlorobenzenesulfonyl chloride according to the procedure in Example 1 Step 7 to generate the product in 60% yield.